This data is from the Open Reaction Database (ORD), a public repository of structured organic reaction records. The task is: describe an organic reaction: reactants, conditions, products, and yield Starting materials: O (H2O), ClC1=NC(=NC(=C1)Cl)SCC1=C(C(=CC=C1)F)F (4,6-Dichloro-2-[(2,3-difluorobenzyl)thio]pyrimidine), product, [H-].[Na+] (sodium hydride), CO (methanol). Run at time 5 hour. Product: ClC1=NC(=NC(=C1)OC)SCC1=C(C(=CC=C1)F)F (4-Chloro-2-[[(2,3-difluorophenyl)methyl]thio]-6-methoxypyrimidine). Reaction SMILES: [Cl:1][C:2]1[CH:7]=[C:6](Cl)[N:5]=[C:4]([S:9][CH2:10][C:11]2[CH:16]=[CH:15][CH:14]=[C:13]([F:17])[C:12]=2[F:18])[N:3]=1.[H-].[Na+].[OH2:21].[CH3:22]O>>[Cl:1][C:2]1[CH:7]=[C:6]([O:21][CH3:22])[N:5]=[C:4]([S:9][CH2:10][C:11]2[CH:16]=[CH:15][CH:14]=[C:13]([F:17])[C:12]=2[F:18])[N:3]=1 |f:1.2|. Procedure details: To a stirred solution of 4,6-Dichloro-2-[(2,3-difluorobenzyl)thio]pyrimidine (the product of Example 1, step ii) (5 g) in dry methanol (40 mL) was added 60% sodium hydride (0.68 g) batchwise over 5 min. The reaction mixture was stirred for 5 h, H2O added and the solvents were partially evaporated. The residue was extracted with EtOAc which was washed with H2O, dried (MgSO4) and the solvent evaporated under reduced pressure. The residue was purified by flash chromatography on silica gel, eluting ...